describe an organic reaction: reactants, conditions, products, and yield From a dataset of the Open Reaction Database (ORD), a public repository of structured organic reaction records. Starting materials: ClC(C(=O)N1CCC=2C3=C(N=CC2C1)NN=C3)C3=CC=CC=C3 (2-chloro-1-(8,9-dihydro-3H-pyrazolo[3,4-c][2,7]naphthyridin-7(6H)-yl)-2-phenylethanone), BrN1C(CCC1=O)=O (N-bromosuccinimide). The solvent is ClCCl (dichloromethane). Reaction conditions: time 16 hour. Yields the product BrC1=NNC=2N=CC=3CN(CCC3C21)C(C(C2=CC=CC=C2)Cl)=O (1-(1-bromo-8,9-dihydro-3H-pyrazolo[3,4-c][2,7]naphthyridin-7(6H)-yl)-2-chloro-2-phenylethanone). Isolated yield 90.1%. Reaction SMILES: [Cl:1][CH:2]([C:18]1[CH:23]=[CH:22][CH:21]=[CH:20][CH:19]=1)[C:3]([N:5]1[CH2:14][C:13]2[CH:12]=[N:11][C:10]3[NH:15][N:16]=[CH:17][C:9]=3[C:8]=2[CH2:7][CH2:6]1)=[O:4].[Br:24]N1C(=O)CCC1=O>ClCCl>[Br:24][C:17]1[C:9]2[C:8]3[CH2:7][CH2:6][N:5]([C:3](=[O:4])[CH:2]([Cl:1])[C:18]4[CH:23]=[CH:22][CH:21]=[CH:20][CH:19]=4)[CH2:14][C:13]=3[CH:12]=[N:11][C:10]=2[NH:15][N:16]=1. Procedure: To a solution of 2-chloro-1-(8,9-dihydro-3H-pyrazolo[3,4-c][2,7]naphthyridin-7(6H)-yl)-2-phenylethanone (0.340 g, 1.04 mmol) in dichloromethane (20 mL) was added N-bromosuccinimide (NBS, 0.195 g, 1.09 mmol). The reaction mixture was stirred for 16 hours at room temperature. During the reaction a yellow solid crashed out. The reaction was quenched by addition of aqueous NaHCO3. The aqueous layer was extracted with EtOAc (2×200 mL). The combined organic layer was dried (Na2SO4), filtered and conce... The reactants are [H-].[Na+] (sodium hydride), BrCC(=O)OCC (ethyl bromoacetate), S(=O)(=O)(O)[O-].[K+] (potassium hydrogensulfate), C1=CC=CC=2NC3=C(OCC21)C=CC=C3 (5,11-Dihydrodibenzo[b,e][1,4]oxazepine). Solvent: CCCCCC (hexane), CS(=O)C (dimethyl sulfoxide), CS(=O)C (dimethyl sulfoxide). Run at time 60 minute. Product: C(=O)(O)CN1C2=C(OCC3=C1C=CC=C3)C=CC=C2 (5,11-dihydro-5-(carboxymethyl)dibenzo[b,e][1,4] oxazepine), solid. Yield: 33.5%. RXN SMILES: [H-].[Na+].[CH:3]1[C:13]2[CH2:12][O:11][C:10]3[CH:14]=[CH:15][CH:16]=[CH:17][C:9]=3[NH:8][C:7]=2[CH:6]=[CH:5][CH:4]=1.Br[CH2:19][C:20]([O:22]CC)=[O:21].S([O-])(O)(=O)=O.[K+]>CCCCCC.CS(C)=O>[C:20]([CH2:19][N:8]1[C:7]2[CH:6]=[CH:5][CH:4]=[CH:3][C:13]=2[CH2:12][O:11][C:10]2[CH:14]=[CH:15][CH:16]=[CH:17][C:9]1=2)([OH:22])=[O:21] |f:0.1,4.5|. Procedure details: 60% sodium hydride (3.60 g, 90 mmol) was washed with hexane under argon atmosphere, and then suspended in dimethyl sulfoxide (130 ml). 5,11-Dihydrodibenzo[b,e][1,4]oxazepine (14.8 g, 75.0 mmol) was added to the obtained suspension. They were stirred at room temperature for 60 minutes. A solution of ethyl bromoacetate (16.7 g, 150 mmol) in dimethyl sulfoxide (30 ml) was added dropwise in the obtained solution, and they were stirred at room temperature for 70 minutes and then at 50° C. for 2 hours... The reactants are C(C)O (ethanol), O=C(CC(C(=O)OCC1=CC=CC=C1)CC1=CC=CC=C1)N1CC=2C(C1)=COC2 (phenylmethyl γ-oxo-α(R,S)-(phenylmethyl)-5,6-dihydro-4H-furo[3,4-c]pyrrole-5-butanoate), [OH-].[Na+] (sodium hydroxide). Solvent: O1CCCC1 (tetrahydrofuran), O (water). Conditions: temperature 0 celsius, time 2 hour. Product: O=C(CC(C(=O)O)CC1=CC=CC=C1)N1CC=2C(C1)=COC2 (γ-oxo-α(R,S)-(phenylmethyl)-5,6-dihydro-4H-furo[3,4-c]pyrrole-5-butanoic acid). Isolated yield 61.3%. RXN SMILES: C(O)C.[O:4]=[C:5]([N:25]1[CH2:29][C:28]2=[CH:30][O:31][CH:32]=[C:27]2[CH2:26]1)[CH2:6][CH:7]([CH2:18][C:19]1[CH:24]=[CH:23][CH:22]=[CH:21][CH:20]=1)[C:8]([O:10]CC1C=CC=CC=1)=[O:9].[OH-].[Na+]>O1CCCC1.O>[O:4]=[C:5]([N:25]1[CH2:26][C:27]2=[CH:32][O:31][CH:30]=[C:28]2[CH2:29]1)[CH2:6][CH:7]([CH2:18][C:19]1[CH:24]=[CH:23][CH:22]=[CH:21][CH:20]=1)[C:8]([OH:10])=[O:9] |f:2.3|. Reported procedure: 10 ml of ethanol are added to a solution of 1 g (2.56 mmol) of phenylmethyl γ-oxo-α(R,S)-(phenylmethyl)-5,6-dihydro-4H-furo[3,4-c]pyrrole-5-butanoate in 10 ml of tetrahydrofuran followed, at 0° C., by a solution of 0.308 g (7.7 mmol) of sodium hydroxide in 10 ml of water. The mixture is stirred for 2 h at 0° C., and then for 2 h at room temperature. The solution obtained is concentrated, 30 ml of water are added and the solution is washed with twice 35 ml of diethyl ether. The aqueous phase is c... RXN SMILES: [Br:21][CH2:22][CH2:23][CH2:24][CH2:25][Br:26].[C:1]12([O:11][c:12]3[cH:13][c:14]([CH3:20])[c:15]([NH2:16])[c:17]([CH3:19])[cH:18]3)[CH2:2][CH:3]3[CH2:4][CH:5]([CH2:6][CH:7]([CH2:8]1)[CH2:9]3)[CH2:10]2.[CH3:33][CH2:34][OH:35].[K+:27].[K+:28].[O-:29][C:30]([O-:31])=[O:32]>>[C:1]12([O:11][c:12]3[cH:13][c:14]([CH3:20])[c:15]([N:16]4[CH2:22][CH2:23][CH2:24][CH2:25]4)[c:17]([CH3:19])[cH:18]3)[CH2:2][CH:3]3[CH2:4][CH:5]([CH2:6][CH:7]([CH2:8]1)[CH2:9]3)[CH2:10]2. Product: Cc1cc(OC23CC4CC(CC(C4)C2)C3)cc(C)c1N1CCCC1. Starting materials: BrCCCCBr, Cc1cc(OC23CC4CC(CC(C4)C2)C3)cc(C)c1N, CCO, [K+], [K+], O=C([O-])[O-]. Reported procedure: 2-Nitro-5-chlorotoluene (6.0 g, 35.0 mmol), 1,3-dibromo-5,5-dimethyl hydantoin (10.6 g, 37.1 mmol), and 1,1-azobis-(cyclohexanecarbonitrile) (VAZO 88, 400 mg, 16 μmol) were combined in 275 mL of C6H5Cl and stirred. Glacial acetic acid (200 μL) was added and the reaction was heated to 40° C. for 120 h. The reaction was washed with 150 mL of warm saturated bicarbonate, extracted with warm bicarbonate (4×150 mL) and washed with water (150 mL). The organic layer was dried over MgSO4 and the solvent ... Run at temperature 40 celsius. Reactants: [N+](=O)([O-])C1=C(C=C(C=C1)Cl)C (2-Nitro-5-chlorotoluene), C(C)(=O)O (acetic acid), [N+](=O)([O-])C1=C(C=C(C=C1)Cl)C (2-nitro-5-chlorotoluene), BrN1C(=O)N(C(=O)C1(C)C)Br (1,3-dibromo-5,5-dimethyl hydantoin), N(=NC1(CCCCC1)C#N)C1(CCCCC1)C#N (1,1′-azobis(cyclohexanecarbonitrile)). Product: [N+](=O)([O-])C1=C(CBr)C=C(C=C1)Cl (2-Nitro-5-chloro-benzylbromide). Reaction SMILES: [N+:1]([C:4]1[CH:9]=[CH:8][C:7]([Cl:10])=[CH:6][C:5]=1[CH3:11])([O-:3])=[O:2].[Br:12]N1C(C)(C)C(=O)N(Br)C1=O.N(C1(C#N)CCCCC1)=NC1(C#N)CCCCC1.C(O)(=O)C>C1(Cl)C=CC=CC=1>[N+:1]([C:4]1[CH:9]=[CH:8][C:7]([Cl:10])=[CH:6][C:5]=1[CH2:11][Br:12])([O-:3])=[O:2]. Yield: 60.0%. The solvent is C1(=CC=CC=C1)Cl (C6H5Cl). Reactants: CC(=O)O[BH-](OC(C)=O)OC(C)=O, CC(=O)O, CS(C)=O, CC(C)S(=O)(=O)N1CCC(c2c[nH]c3c(C(N)=O)cc(-c4csc(C=O)c4)cc23)CC1, NC(=O)C1CCCN1, [Na+]. Yields the product CC(C)S(=O)(=O)N1CCC(c2c[nH]c3c(C(N)=O)cc(-c4csc(CN5CCCC5C(N)=O)c4)cc23)CC1. Reaction SMILES: [C:44]([O:45][BH-:46]([O:47][C:48](=[O:49])[CH3:50])[O:51][C:52](=[O:53])[CH3:54])(=[O:55])[CH3:56].[CH3:40][C:41](=[O:42])[OH:43].[CH3:58][S:59]([CH3:60])=[O:61].[CH:1](=[O:2])[c:3]1[cH:4][c:5](-[c:8]2[cH:9][c:10]3[c:11]([CH:20]4[CH2:21][CH2:22][N:23]([S:26](=[O:27])(=[O:28])[CH:29]([CH3:30])[CH3:31])[CH2:24][CH2:25]4)[cH:12][nH:13][c:14]3[c:15]([C:17](=[O:18])[NH2:19])[cH:16]2)[cH:6][s:7]1.[NH:32]1[CH:33]([C:34](=[O:35])[NH2:36])[CH2:37][CH2:38][CH2:39]1.[Na+:57]>>[CH2:1]([c:3]1[cH:4][c:5](-[c:8]2[cH:9][c:10]3[c:11]([CH:20]4[CH2:21][CH2:22][N:23]([S:26](=[O:27])(=[O:28])[CH:29]([CH3:30])[CH3:31])[CH2:24][CH2:25]4)[cH:12][nH:13][c:14]3[c:15]([C:17](=[O:18])[NH2:19])[cH:16]2)[cH:6][s:7]1)[N:32]1[CH:33]([C:34](=[O:35])[NH2:36])[CH2:37][CH2:38][CH2:39]1.